This data is from the Open Reaction Database (ORD), a public repository of structured organic reaction records. The task is: describe an organic reaction: reactants, conditions, products, and yield The reactants are C(C1=CC=CC=C1)N1C(=NC2=C(C1=O)C=C(S2)Br)C(CC)Br (3-benzyl-6-bromo-2-(1-bromopropyl)thieno[2,3-d]pyrimidin-4(3H)-one), CN(CCN)C (N,N-dimethylethylenediamine). Run in C(C)O (ethanol). Yields the product C(C1=CC=CC=C1)N1C(=NC2=C(C1=O)C=C(S2)Br)C(CC)NCCN(C)C (3-benzyl-6-bromo-2-(1-{[2-(dimethylamino)ethyl]amino}propyl)thieno[2,3-d]pyrimidin-4(3H)-one). As a reaction SMILES: [CH2:1]([N:8]1[C:13](=[O:14])[C:12]2[CH:15]=[C:16]([Br:18])[S:17][C:11]=2[N:10]=[C:9]1[CH:19](Br)[CH2:20][CH3:21])[C:2]1[CH:7]=[CH:6][CH:5]=[CH:4][CH:3]=1.[CH3:23][N:24]([CH3:28])[CH2:25][CH2:26][NH2:27]>C(O)C>[CH2:1]([N:8]1[C:13](=[O:14])[C:12]2[CH:15]=[C:16]([Br:18])[S:17][C:11]=2[N:10]=[C:9]1[CH:19]([NH:27][CH2:26][CH2:25][N:24]([CH3:28])[CH3:23])[CH2:20][CH3:21])[C:2]1[CH:7]=[CH:6][CH:5]=[CH:4][CH:3]=1. Procedure: A solution of 3-benzyl-6-bromo-2-(1-bromopropyl)thieno[2,3-d]pyrimidin-4(3H)-one (2-6, 35 mg, 0.079 mmol, 1 equiv) and N,N-dimethylethylenediamine (21 mg, 0.237 mmol, 3 equiv) in ethanol (5 mL) was heated at reflux for 18 h. The reaction was concentrated, and the residue was partitioned between EtOAc and brine. The organic layer was dried (MgSO4) and concentrated to provide 3-benzyl-6-bromo-2-(1-{[2-(dimethylamino)ethyl]amino}propyl)thieno[2,3-d]pyrimidin-4(3H)-one (2-8) as a yellow gum. MS(M+1)... Reactants: ClC(C)Cl (dichloroethane), FC1=C(C=C(C(=C1)F)[N+](=O)[O-])N1C=C(C(C2=CC(=C(C=C12)F)F)=O)C(=O)O (1-(2,4-difluoro-5-nitrophenyl)-6,7-difluoro-1,4-dihydro-4-oxoquinoline-3-carboxylic acid), C(C(=O)Cl)(=O)Cl (oxalyl chloride). Procedure: To 40 ml of dichloroethane was added 4.2 g of 1-(2,4-difluoro-5-nitrophenyl)-6,7-difluoro-1,4-dihydro-4-oxoquinoline-3-carboxylic acid. With ice cooling, 7 g of oxalyl chloride was added dropwise. After the completion of addition, the solution was stirred for 2 hours at room temperature. Ethanol (15 ml) was added dropwise to the reaction solution, which was stirred overnight at room temperature. The reaction solution was concentrated in vacua, ethanol was added to the residue, and the solid was ... Reaction conditions: time 2 hour. As a reaction SMILES: Cl[CH:2](Cl)[CH3:3].[F:5][C:6]1[CH:11]=[C:10]([F:12])[C:9]([N+:13]([O-:15])=[O:14])=[CH:8][C:7]=1[N:16]1[C:25]2[C:20](=[CH:21][C:22]([F:27])=[C:23]([F:26])[CH:24]=2)[C:19](=[O:28])[C:18]([C:29]([OH:31])=[O:30])=[CH:17]1.C(Cl)(=O)C(Cl)=O>C(O)C>[F:5][C:6]1[CH:11]=[C:10]([F:12])[C:9]([N+:13]([O-:15])=[O:14])=[CH:8][C:7]=1[N:16]1[C:25]2[C:20](=[CH:21][C:22]([F:27])=[C:23]([F:26])[CH:24]=2)[C:19](=[O:28])[C:18]([C:29]([O:31][CH2:2][CH3:3])=[O:30])=[CH:17]1. Solvent: C(C)O (Ethanol). The product is FC1=C(C=C(C(=C1)F)[N+](=O)[O-])N1C=C(C(C2=CC(=C(C=C12)F)F)=O)C(=O)OCC (Ethyl 1-(2,4-difluoro-5-nitrophenyl)-6,7-difluoro-1,4-dihydro-4-oxoquinoline-3-carboxylate).